This data is from the Open Reaction Database (ORD), a public repository of structured organic reaction records. The task is: describe an organic reaction: reactants, conditions, products, and yield Starting materials: B, C1CCOC1, CSC, COC(=O)C1CCC(C(=O)O)CC1. The product is COC(=O)C1CCC(CO)CC1. RXN SMILES: [BH3:17].[CH2:18]1[O:19][CH2:20][CH2:21][CH2:22]1.[CH3:14][S:15][CH3:16].[CH3:1][O:2][C:3](=[O:4])[CH:5]1[CH2:6][CH2:7][CH:8]([C:11](=[O:12])[OH:13])[CH2:9][CH2:10]1>>[CH3:1][O:2][C:3](=[O:4])[CH:5]1[CH2:6][CH2:7][CH:8]([CH2:11][OH:12])[CH2:9][CH2:10]1. Starting materials: Cc1ccc(C2CN(C)C(=O)C23CCCN(C(=O)OC(C)(C)C)C3)cc1, ClCCl, O=C(O)C(F)(F)F, [Na+], [OH-]. Yields the product Cc1ccc(C2CN(C)C(=O)C23CCCNC3)cc1. Reaction SMILES: [CH3:1][N:2]1[C:3](=[O:26])[C:4]2([CH:5]([c:7]3[cH:8][cH:9][c:10]([CH3:13])[cH:11][cH:12]3)[CH2:6]1)[CH2:14][N:15]([C:19]([O:20][C:21]([CH3:22])([CH3:23])[CH3:24])=[O:25])[CH2:16][CH2:17][CH2:18]2.[Cl:36][CH2:37][Cl:38].[F:27][C:28]([F:29])([F:30])[C:31]([OH:32])=[O:33].[Na+:35].[OH-:34]>>[CH3:1][N:2]1[C:3](=[O:26])[C:4]2([CH:5]([c:7]3[cH:8][cH:9][c:10]([CH3:13])[cH:11][cH:12]3)[CH2:6]1)[CH2:14][NH:15][CH2:16][CH2:17][CH2:18]2. Starting materials: CCC1(O)CC(C(=O)O)N(C(=O)CCSC(C)=O)C1, N. Yields the product CCC1(O)CC(C(=O)O)N(C(=O)CCS)C1. RXN SMILES: [C:1](=[O:2])([CH3:3])[S:4][CH2:5][CH2:6][C:7](=[O:8])[N:9]1[CH:10]([C:11](=[O:12])[OH:13])[CH2:14][C:15]([OH:17])([CH2:18][CH3:19])[CH2:16]1.[NH3:20]>>[SH:4][CH2:5][CH2:6][C:7](=[O:8])[N:9]1[CH:10]([C:11](=[O:12])[OH:13])[CH2:14][C:15]([OH:17])([CH2:18][CH3:19])[CH2:16]1. Starting materials: NN.N1C(CC2=CC=CC=C12)=O (oxindole hydrazine), ( I ), C(CCCCCCCCCCCCCCCCC)(=O)[O-].[Mg+2].C(CCCCCCCCCCCCCCCCC)(=O)[O-] (magnesium stearate). Product: N1(C(CC2=CC=CC=C12)=O)C(=O)NN (oxindole hydrazide). RXN SMILES: [NH2:1][NH2:2].[NH:3]1[C:11]2[C:6](=[CH:7][CH:8]=[CH:9][CH:10]=2)[CH2:5][C:4]1=[O:12].[C:13]([O-:32])(=O)CCCCCCCCCCCCCCCCC.[Mg+2].C([O-])(=O)CCCCCCCCCCCCCCCCC>>[N:3]1([C:13]([NH:1][NH2:2])=[O:32])[C:11]2[C:6](=[CH:7][CH:8]=[CH:9][CH:10]=2)[CH2:5][C:4]1=[O:12] |f:0.1,2.3.4|. Reported procedure: An oxindole hydrazine derivative of formula (I) is admixed as a dry powder with a dry gelatin binder in an approximate 1:2 weight ratio. A minor amount of magnesium stearate is added as a lubricant. The mixture is formed into 240-270 mg tablets (80-90 mg of active oxindole hydrazide compound per tablet) in a tablet press. Starting materials: Cl (hydrochloric acid), C(C1=CC=CC=C1)(=O)C(C(=O)O)C (benzoylpropionic acid), solution, O1CCCC1 (tetrahydrofuran), O1CCCC1 (tetrahydrofuran). Reaction conditions: time 60 hour. Yields the product C1(=CC=CC=C1)C(CCCO)O (1-phenyl-1,4-butanediol). Reaction SMILES: [C:1]([CH:9]([CH3:13])C(O)=O)(=[O:8])[C:2]1[CH:7]=[CH:6][CH:5]=[CH:4][CH:3]=1.Cl.[O:15]1CCC[CH2:16]1>>[C:2]1([CH:1]([OH:8])[CH2:9][CH2:13][CH2:16][OH:15])[CH:3]=[CH:4][CH:5]=[CH:6][CH:7]=1. Reported procedure: A solution of 35.6 g (0.20 mole) of benzoylpropionic acid in 100 ml of tetrahydrofuran was added dropwise to 300 ml of a 1 molar solution of borane tetrahydrofuran complex in tetrahydrofuran. The mixture was stirred at ambient temperatures for 60 hr, giving a gel. This was treated with 100 ml of 2N hydrochloric acid solution and the mixture stirred for 15 min. Most of the tetrahydrofuran was removed on a rotary evaporator and the residue partitioned between methylene chloride and water. The aque... Reactants: CO, O=C(Nc1nc2ccc(F)cn2c1C1CC1)C(F)(F)F, [Na+], C1CCOC1, [OH-], O. Product: Nc1nc2ccc(F)cn2c1C1CC1. RXN SMILES: [CH3:23][OH:24].[CH:3]1([c:6]2[c:7]([NH:16][C:17](=[O:18])[C:19]([F:20])([F:21])[F:22])[n:8][c:9]3[n:10]2[cH:11][c:12]([F:15])[cH:13][cH:14]3)[CH2:4][CH2:5]1.[Na+:2].[O:25]1[CH2:26][CH2:27][CH2:28][CH2:29]1.[OH-:1].[OH2:30]>>[CH:3]1([c:6]2[c:7]([NH2:16])[n:8][c:9]3[n:10]2[cH:11][c:12]([F:15])[cH:13][cH:14]3)[CH2:4][CH2:5]1.